From a dataset of the Open Reaction Database (ORD), a public repository of structured organic reaction records. describe an organic reaction: reactants, conditions, products, and yield Starting materials: [H-].[Al+3].[Li+].[H-].[H-].[H-] (Lithium aluminium hydride), [H-].[Al+3].[Li+].[H-].[H-].[H-] (lithium aluminium hydride), OCC1=CC=C(C(=O)OC)C=C1 (Methyl 4-(hydroxymethyl)benzoate), [Si](C)(C)(C(C)(C)C)Cl (tert-butyldimethylsilyl chloride). Product: [Si](C)(C)(C(C)(C)C)OCC1=CC=C(CO)C=C1 (4-(tert-butyldimethylsilyloxymethyl)benzyl alcohol). As a reaction SMILES: [H-].[Al+3].[Li+].[H-].[H-].[H-].[OH:7][CH2:8][C:9]1[CH:18]=[CH:17][C:12]([C:13]([O:15]C)=O)=[CH:11][CH:10]=1.[Si:19](Cl)([C:22]([CH3:25])([CH3:24])[CH3:23])([CH3:21])[CH3:20]>>[Si:19]([O:15][CH2:13][C:12]1[CH:11]=[CH:10][C:9]([CH2:8][OH:7])=[CH:18][CH:17]=1)([C:22]([CH3:25])([CH3:24])[CH3:23])([CH3:21])[CH3:20] |f:0.1.2.3.4.5|. Procedure details: (Formula II, R1=tert-butyldimethylsilyloxymethylphenyl, R2=4-tert-butyldimethylsilyloxymethylbenzyl). Methyl 4-(hydroxymethyl)benzoate was treated with tert-butyldimethylsilyl chloride using the general procedure described in Journal of the American Chemical Society, 1972, 94, 6190. The resulting product was reduced with lithium aluminium hydride to afford 4-(tert-butyldimethylsilyloxymethyl)benzyl alcohol. This alcohol was converted into the required compound using Method C. 1H NMR (CCl4) δ 0.0... The reactants are ClC1=CC2=C(OC3=C(C(=N2)N2CCN(CC2)CC2=CC=CC=C2)C=CC=C3)C=C1 (8-Chloro-11-(4-benzyl-1-piperazinyl)-dibenz[b,f][1,4]oxazepine), [H-].[Na+] (sodium hydride), CN(C)C=O (DMF), β-bromo-ο-tolunitrile. Conditions: temperature 0 celsius, time 20 minute. The product is C(#N)C1=C(CN2CCN(CC2)C2=NC3=C(OC4=C2C=CC=C4)C=CC=C3)C=CC=C1 (11-[4-(2-cyanobenzyl)-1-piperazinyl]dibenz[b,f][1,4]oxazepine), solid. Isolated yield 59.0%. RXN SMILES: Cl[C:2]1[CH:29]=[CH:28][C:5]2[O:6][C:7]3[CH:27]=[CH:26][CH:25]=[CH:24][C:8]=3[C:9]([N:11]3[CH2:16][CH2:15][N:14]([CH2:17][C:18]4[CH:23]=[CH:22][CH:21]=[CH:20][CH:19]=4)[CH2:13][CH2:12]3)=[N:10][C:4]=2[CH:3]=1.[H-].[Na+].[CH3:32][N:33](C=O)C>>[C:32]([C:19]1[CH:20]=[CH:21][CH:22]=[CH:23][C:18]=1[CH2:17][N:14]1[CH2:13][CH2:12][N:11]([C:9]2[C:8]3[CH:24]=[CH:25][CH:26]=[CH:27][C:7]=3[O:6][C:5]3[CH:28]=[CH:29][CH:2]=[CH:3][C:4]=3[N:10]=2)[CH2:16][CH2:15]1)#[N:33] |f:1.2|. Reported procedure: To a stirred solution of 11-(1-piperazinyl)dibenz[b,f][1,4]oxazepine (2.79 g, 10.0 mmol) (prepared from 10,11-dihydrodebenz[b,f][1,4]oxazepine-11-one, Aldrich and piperazine, as in example 1) in DMF (25 mL) was added sodium hydride (0.56 g, 60% in oil, 14 mmol) at 0° C. under argon. The mixture was stirred at 0° C. for 10 minutes at room temperature for 20 minutes, and then treated with β-bromo-ο-tolunitrile (2.35 g, 12.0 mmol, Aldrich). The resulting mixture was stirred at room temperature over... Reactants: C(C1=CC=CC=C1)(C1=CC=CC=C1)(C1=CC=CC=C1)SCCNC(C1=CC=CC=C1)=O (N-[2-(tritylsulphanyl)ethyl]benzamide), CN1CCCC1=O (N-methyl pyrrolidinone), S(=O)(=O)(C)Cl (mesyl chloride). Solvent: C1CCOC1 (THF). Run at time 48 hour. Yields the product C(C1=CC=CC=C1)(C1=CC=CC=C1)(C1=CC=CC=C1)SCCNC(=O)C1=CC=C(COS(=O)(=O)C)C=C1 (Methanesulphonic acid 4-[2-(tritylsulphanyl)ethylcarbamoyl]benzyl ester). Isolated yield 80.1%. RXN SMILES: [C:1]([S:20][CH2:21][CH2:22][NH:23][C:24](=[O:31])[C:25]1[CH:30]=[CH:29][CH:28]=[CH:27][CH:26]=1)([C:14]1[CH:19]=[CH:18][CH:17]=[CH:16][CH:15]=1)([C:8]1[CH:13]=[CH:12][CH:11]=[CH:10][CH:9]=1)[C:2]1[CH:7]=[CH:6][CH:5]=[CH:4][CH:3]=1.CN1[C:37](=[O:38])CCC1.[S:39](Cl)([CH3:42])(=[O:41])=[O:40]>C1COCC1>[C:1]([S:20][CH2:21][CH2:22][NH:23][C:24]([C:25]1[CH:30]=[CH:29][C:28]([CH2:37][O:38][S:39]([CH3:42])(=[O:41])=[O:40])=[CH:27][CH:26]=1)=[O:31])([C:8]1[CH:13]=[CH:12][CH:11]=[CH:10][CH:9]=1)([C:14]1[CH:15]=[CH:16][CH:17]=[CH:18][CH:19]=1)[C:2]1[CH:3]=[CH:4][CH:5]=[CH:6][CH:7]=1. Reported procedure: To a solution of 4-hydroxymethyl)-N-[2-(tritylsulphanyl)ethyl]benzamide (226 mg, 0.500 mmol) in dry THF (8 ml) was added N-methyl pyrrolidinone (NMP) (61 μl, 0.55 mmol) and mesyl chloride (85 μl, 1.1 mmol). The reaction mixture was stirred at room temperature for 48 hours, filtered through silica and concentrated. The product was purified by column chromatography (silica, 1% methanol in chloroform) to give 213 mg of an oil that solidified slowly. NMR analysis was in accordance with the structure...